describe an organic reaction: reactants, conditions, products, and yield From a dataset of the Open Reaction Database (ORD), a public repository of structured organic reaction records. The reactants are C1(=CC=C(C=C1)C=O)C (p-tolualdehyde), C(CC(=O)O)(=O)O (malonic acid), C(C)(=O)[O-].[NH4+] (ammonium acetate). The solvent is C(C)O (ethanol). The product is NC(CC(=O)O)C1=CC=C(C=C1)C (β-amino-β-(4-methylphenyl)propionic acid). Reaction SMILES: [C:1]1([CH3:9])[CH:6]=[CH:5][C:4]([CH:7]=O)=[CH:3][CH:2]=1.[C:10]([OH:16])(=[O:15])[CH2:11]C(O)=O.C([O-])(=O)C.[NH4+:21]>C(O)C>[NH2:21][CH:7]([C:4]1[CH:5]=[CH:6][C:1]([CH3:9])=[CH:2][CH:3]=1)[CH2:11][C:10]([OH:16])=[O:15] |f:2.3|. Procedure: To 10 ml of p-tolualdehyde, were added 180 ml of ethanol, 9.8 g of malonic acid, and 15.8 g of ammonium acetate. The mixture was refluxed for 5 hours. After cooling, the insolubles were removed by filtration. After addition of 100 ml of water, the filtrate was adjusted to pH 7.0 with 1N hydrochloric acid, and the precipitated crystals were collected by filtration to yield 5.4 g of β-amino-β-(4-methylphenyl)propionic acid; m.p. 228°-229° C. Starting materials: [N+](=O)([O-])C1=NN(N=C1)CC1=CC=C(O1)C(C)=O (1-(5-((4-nitro-2H-1,2,3-triazol-2-yl)methyl)furan-2-yl)ethanone), [NH4+].[Cl-] (NH4Cl), N#N (N2). Reagents/catalysts: [Fe] (iron). The solvent is CCO (EtOH), O (water). Run at temperature 85 celsius, time 30 minute. The product is NC1=NN(N=C1)CC1=CC=C(O1)C(C)=O (1-(5-((4-Amino-2H-1,2,3-triazol-2-yl)methyl)furan-2-yl)ethanone). As a reaction SMILES: N#N.[N+:3]([C:6]1[CH:10]=[N:9][N:8]([CH2:11][C:12]2[O:16][C:15]([C:17](=[O:19])[CH3:18])=[CH:14][CH:13]=2)[N:7]=1)([O-])=O.[NH4+].[Cl-]>CCO.O.[Fe]>[NH2:3][C:6]1[CH:10]=[N:9][N:8]([CH2:11][C:12]2[O:16][C:15]([C:17](=[O:19])[CH3:18])=[CH:14][CH:13]=2)[N:7]=1 |f:2.3|. Procedure details: In a flame dried round-bottomed flask equipped with a magnetic stir bar and under inert atmosphere (N2), a mixture of 1-(5-((4-nitro-2H-1,2,3-triazol-2-yl)methyl)furan-2-yl)ethanone (WO2009077990A1) (500 mg, 2.12 mmol), iron powder (358 mg, 6.35 mmol) and NH4Cl (572 mg, 10.59 mmol) in a mixture of EtOH (8.0 mL) and water (4.0 mL) was stirred at 85° C. for 30 min. The reaction mixture was filtered while hot and concentrated under reduced pressure. CH2Cl2 (15 mL) was added followed by 1N NaOH (15 ...